Dataset: the Open Reaction Database (ORD), a public repository of structured organic reaction records. Task: describe an organic reaction: reactants, conditions, products, and yield The reactants are CC#N, CC(C)O, [NH4+], N#Cc1ccc(OCC2CO2)cc1, [OH-]. Product: N#Cc1ccc(OCC(O)CN)cc1. Reaction SMILES: [CH3:20][C:21]#[N:22].[CH:16]([OH:17])([CH3:18])[CH3:19].[NH4+:14].[O:1]1[CH:2]([CH2:4][O:5][c:6]2[cH:7][cH:8][c:9]([C:10]#[N:11])[cH:12][cH:13]2)[CH2:3]1.[OH-:15]>>[OH:1][CH:2]([CH2:3][NH2:14])[CH2:4][O:5][c:6]1[cH:7][cH:8][c:9]([C:10]#[N:11])[cH:12][cH:13]1. Yields the product OC1=C(C=C(C(=C1)C)O)CC(=O)O (2-(2',5'-dihydroxy-4'-methylphenyl)-acetic acid). Procedure details: 0.285 mol (60 g) of 2-(2',5'-dimethoxy-4'-methylphenyl)-acetic acid is heated under reflux for 5 hours in 480 ml of 48% strength hydrobromic acid. The reactants are COC1=C(C=C(C(=C1)C)OC)CC(=O)O (2-(2',5'-dimethoxy-4'-methylphenyl)-acetic acid), Br (hydrobromic acid). As a reaction SMILES: C[O:2][C:3]1[CH:8]=[C:7]([CH3:9])[C:6]([O:10]C)=[CH:5][C:4]=1[CH2:12][C:13]([OH:15])=[O:14].Br>>[OH:2][C:3]1[CH:8]=[C:7]([CH3:9])[C:6]([OH:10])=[CH:5][C:4]=1[CH2:12][C:13]([OH:15])=[O:14]. Reactants: OC1=C(C(=O)CCCCC(=O)OCC)C(=CC(=C1C)C)C (ethyl 5-(2'-hydroxy-3',4',6'-trimethylbenzoyl)pentanoate), ethyl ester, [H-].[Al+3].[Li+].[H-].[H-].[H-] (lithium aluminum hydride). Run in O1CCCC1 (tetrahydrofuran). The product is OC1=C(C(=CC(=C1C)C)C)C(CCCCCO)O (1-(2'-hydroxy-3',4',6'-trimethylphenyl)-1,6-hexanediol). As a reaction SMILES: [OH:1][C:2]1[C:18]([CH3:19])=[C:17]([CH3:20])[CH:16]=[C:15]([CH3:21])[C:3]=1[C:4]([CH2:6][CH2:7][CH2:8][CH2:9][C:10](OCC)=[O:11])=[O:5].[H-].[Al+3].[Li+].[H-].[H-].[H-]>O1CCCC1>[OH:1][C:2]1[C:18]([CH3:19])=[C:17]([CH3:20])[CH:16]=[C:15]([CH3:21])[C:3]=1[CH:4]([OH:5])[CH2:6][CH2:7][CH2:8][CH2:9][CH2:10][OH:11] |f:1.2.3.4.5.6|. Procedure: A solution of ethyl 5-(2'-hydroxy-3',4',6'-trimethylbenzoyl)pentanoate (formula II-1 wherein R=H3C, X=H, Y=OH, n=4, in the form of ethyl ester) (0.4 part) in tetrahydrofuran (100 volume parts) was reduced with lithium aluminum hydride (0.5 part) under warming for 1 hour. The reaction mixture was quenched with ethyl acetate followed by the addition of saturated aqueous sodium sulfate (5 volume parts) solution. After removal of the resulting inorganic salt by filtration, the filtrate was condensed... Reactants: CC1(OCCO1)C=1C=C(C=NC1)COS(=O)(=O)C (methanesulfonic acid 5-(2-methyl-[1,3]dioxolan-2-yl)-pyridin-3-ylmethyl ester), N#N (N2), [N+](=O)([O-])C=1C=NNC1 (4-nitro-1H-pyrazole), N#N (N2), C(=O)([O-])[O-].[K+].[K+] (K2CO3), [I-] (iodide). Solvent: CC(=O)C (acetone), CC(=O)C (acetone). Conditions: time 5 hour. The product is CC1(OCCO1)C=1C=NC=C(C1)CN1N=CC(=C1)[N+](=O)[O-] (3-(2-Methyl-[1,3]dioxolan-2-yl)-5-(4-nitro-pyrazol-1-ylmethyl)-pyridine). As a reaction SMILES: N#N.[CH3:3][C:4]1([C:9]2[CH:10]=[C:11]([CH2:15]OS(C)(=O)=O)[CH:12]=[N:13][CH:14]=2)[O:8][CH2:7][CH2:6][O:5]1.[N+:21]([C:24]1[CH:25]=[N:26][NH:27][CH:28]=1)([O-:23])=[O:22].C([O-])([O-])=O.[K+].[K+].[I-]>CC(C)=O>[CH3:3][C:4]1([C:9]2[CH:14]=[N:13][CH:12]=[C:11]([CH2:15][N:26]3[CH:25]=[C:24]([N+:21]([O-:23])=[O:22])[CH:28]=[N:27]3)[CH:10]=2)[O:5][CH2:6][CH2:7][O:8]1 |f:3.4.5|. Procedure details: In a flame dried round-bottomed flask equipped with a magnetic stir bar and under inert atmosphere (N2), a solution of methanesulfonic acid 5-(2-methyl-[1,3]dioxolan-2-yl)-pyridin-3-ylmethyl ester (271 mg, 0.99 mmol) in acetone (6.0 mL) was added, under inert atmosphere (N2) to a solution of 4-nitro-1H-pyrazole (126 mg, 0.99 mmol) in acetone (6.0 mL). K2CO3 (691 mg, 4.95 mmol) followed by TBA iodide (64 mg, 0.20 mmol) were added to the reaction mixture, which was stirred at rt for 5 h. The solve... Reactants: [Br-], CCCC[N+](CCCC)(CCCC)CCCC, CCCC1NS(=O)(=O)N(CCl)C1=O, CN(C)C=O, O=C(O)c1c(Cl)cccc1Cl, [Tl]. Yields the product CCCC1NS(=O)(=O)N(COC(=O)c2c(Cl)cccc2Cl)C1=O. Reaction SMILES: [Br-:31].[CH3:32][CH2:33][CH2:34][CH2:35][N+:36]([CH2:37][CH2:38][CH2:39][CH3:40])([CH2:41][CH2:42][CH2:43][CH3:44])[CH2:45][CH2:46][CH2:47][CH3:48].[Cl:13][CH2:14][N:15]1[S:16](=[O:24])(=[O:25])[NH:17][CH:18]([CH2:21][CH2:22][CH3:23])[C:19]1=[O:20].[O:26]=[CH:27][N:28]([CH3:29])[CH3:30].[OH:2][C:3](=[O:4])[c:5]1[c:6]([Cl:7])[cH:8][cH:9][cH:10][c:11]1[Cl:12].[Tl:1]>>[O:2]([C:3](=[O:4])[c:5]1[c:6]([Cl:7])[cH:8][cH:9][cH:10][c:11]1[Cl:12])[CH2:14][N:15]1[S:16](=[O:24])(=[O:25])[NH:17][CH:18]([CH2:21][CH2:22][CH3:23])[C:19]1=[O:20]. The reactants are N#Cc1ccc(Br)c(F)c1, CC(C)(C)[O-], CS(C)=O, CCOC(C)=O, Cc1ccc(Cl)c(O)c1F, [K+], C1COCCOCCOCCOCCOCCO1. The product is Cc1ccc(Cl)c(Oc2ccc(C#N)cc2F)c1F. Reaction SMILES: [Br:35][c:36]1[c:37]([F:44])[cH:38][c:39]([C:40]#[N:41])[cH:42][cH:43]1.[CH3:29][C:30]([CH3:31])([O-:32])[CH3:33].[CH3:45][S:46]([CH3:47])=[O:48].[CH3:49][CH2:50][O:51][C:52]([CH3:53])=[O:54].[Cl:1][c:2]1[cH:3][cH:4][c:5]([CH3:10])[c:6]([F:9])[c:7]1[OH:8].[K+:34].[O:11]1[CH2:12][CH2:13][O:14][CH2:15][CH2:16][O:17][CH2:18][CH2:19][O:20][CH2:21][CH2:22][O:23][CH2:24][CH2:25][O:26][CH2:27][CH2:28]1>>[Cl:1][c:2]1[cH:3][cH:4][c:5]([CH3:10])[c:6]([F:9])[c:7]1[O:8][c:36]1[c:37]([F:44])[cH:38][c:39]([C:40]#[N:41])[cH:42][cH:43]1.